This data is from the Open Reaction Database (ORD), a public repository of structured organic reaction records. The task is: describe an organic reaction: reactants, conditions, products, and yield Starting materials: COC1=C(C=C(C=C1)OC)S(=O)(=O)Cl (2,5-dimethoxybenzenesulfonyl chloride), N (ammonia). Run in O1CCCC1 (tetrahydrofuran). Run at time 1.75 hour. Product: COC1=C(C=C(C=C1)OC)S(=O)(=O)N (2,5-dimethoxyphenylsulfonamide). As a reaction SMILES: [CH3:1][O:2][C:3]1[CH:8]=[CH:7][C:6]([O:9][CH3:10])=[CH:5][C:4]=1[S:11](Cl)(=[O:13])=[O:12].[NH3:15]>O1CCCC1>[CH3:1][O:2][C:3]1[CH:8]=[CH:7][C:6]([O:9][CH3:10])=[CH:5][C:4]=1[S:11]([NH2:15])(=[O:13])=[O:12]. Procedure: To a stirred solution of 15.0 g (0.063 mole) of 2,5-dimethoxybenzenesulfonyl chloride in 150 mL of tetrahydrofuran was added dropwise 80 mL of ammonia (28% aqueous solution). After complete addition the mixture was allowed to stir for 1.75 hours at room temperature. Upon standing the mixture separated into two phases. The organic phase was removed from the aqueous phase and was evaporated under reduced pressure to leave a solid residue. This residue was recrystallized from hot water (125 mL) and...